This data is from the Open Reaction Database (ORD), a public repository of structured organic reaction records. The task is: describe an organic reaction: reactants, conditions, products, and yield The reactants are CC(C)CNc1ncnc2c1ncn2C1OC(c2nc(C(C)(C)C)no2)C2OC(C)(C)OC21, O=C([O-])O, O=C(O)C(F)(F)F, [Na+], O. Product: CC(C)CNc1ncnc2c1ncn2C1OC(c2nc(C(C)(C)C)no2)C(O)C1O. Reaction SMILES: [C:1]([CH3:2])([CH3:3])([CH3:4])[c:5]1[n:6][o:7][c:8]([CH:10]2[O:11][CH:12]([n:20]3[c:21]4[n:22][cH:23][n:24][c:25]([NH:29][CH2:30][CH:31]([CH3:32])[CH3:33])[c:26]4[n:27][cH:28]3)[CH:13]3[CH:14]2[O:15][C:16]([CH3:18])([CH3:19])[O:17]3)[n:9]1.[C:42](=[O:43])([OH:44])[O-:45].[F:35][C:36]([F:37])([F:38])[C:39]([OH:40])=[O:41].[Na+:46].[OH2:34]>>[C:1]([CH3:2])([CH3:3])([CH3:4])[c:5]1[n:6][o:7][c:8]([CH:10]2[O:11][CH:12]([n:20]3[c:21]4[n:22][cH:23][n:24][c:25]([NH:29][CH2:30][CH:31]([CH3:32])[CH3:33])[c:26]4[n:27][cH:28]3)[CH:13]([OH:17])[CH:14]2[OH:15])[n:9]1. The reactants are COC(C1=CC=C(C=C1)CNC1=C(C=C(C=C1)C)N)=O (4-[(2-amino-4-methylphenylamino)methyl]benzoic acid methyl ester), C(=O)O (formic acid). Solvent: COC(OC)OC (trimethylorthoformate). The product is COC(C1=CC=C(C=C1)CN1C=NC2=C1C=CC(=C2)C)=O (4-[(5-methylbenzimidazol-1-yl)methyl]benzoic acid methyl ester). The yield is 61.0%. Reaction SMILES: [CH3:1][O:2][C:3](=[O:20])[C:4]1[CH:9]=[CH:8][C:7]([CH2:10][NH:11][C:12]2[CH:17]=[CH:16][C:15]([CH3:18])=[CH:14][C:13]=2[NH2:19])=[CH:6][CH:5]=1.[CH:21](O)=O>COC(OC)OC>[CH3:1][O:2][C:3](=[O:20])[C:4]1[CH:5]=[CH:6][C:7]([CH2:10][N:11]2[C:12]3[CH:17]=[CH:16][C:15]([CH3:18])=[CH:14][C:13]=3[N:19]=[CH:21]2)=[CH:8][CH:9]=1. Reported procedure: A stirred solution 4-[(4-methyl-2-nitrophenylamino)methyl]benzoic acid methyl ester (7.0 g, 23 mmol,) in CH3OH was treated with 5% Pd/C (50% wet, 30% w/w) and hydrazine hydrate (5.8 g, 116 mmol). The reaction mixture was heated to reflux temperature for 2 h, cooled to room temperature and filtered through celite. The filtrate was evaporated to give a residue. The residue was dissolved in CH2Cl2, washed with water, dried over anhydrous Na2SO4 and evaporated to afford 4-[(2-amino-4-methylphenylami... Starting materials: O=S1(N(CCC1)C1=NC(=C(C(=O)OC)C=C1)C)=O (methyl 6-(1,1-dioxo-1λ6-isothiazolidin-2-yl)-2-methylnicotinate), CC=1C(=NC(=C(C1)C)C)N1CCNCC1 (1-(3,5,6-trimethylpyridin-2-yl)piperazine). Product: O=S1(N(CCC1)C1=CC=C(C(=N1)C)C(=O)N1CCN(CC1)C1=NC(=C(C=C1C)C)C)=O ([6-(1,1-dioxo-1λ6-isothiazolidin-2-yl)-2-methylpyridin-3-yl][4-(3,5,6-trimethylpyridin-2-yl)piperazin-1-yl]methanone). Isolated yield 62.4%. RXN SMILES: [O:1]=[S:2]1(=[O:18])[CH2:6][CH2:5][CH2:4][N:3]1[C:7]1[CH:16]=[CH:15][C:10]([C:11]([O:13]C)=O)=[C:9]([CH3:17])[N:8]=1.[CH3:19][C:20]1[C:21]([N:28]2[CH2:33][CH2:32][NH:31][CH2:30][CH2:29]2)=[N:22][C:23]([CH3:27])=[C:24]([CH3:26])[CH:25]=1>>[O:18]=[S:2]1(=[O:1])[CH2:6][CH2:5][CH2:4][N:3]1[C:7]1[N:8]=[C:9]([CH3:17])[C:10]([C:11]([N:31]2[CH2:32][CH2:33][N:28]([C:21]3[C:20]([CH3:19])=[CH:25][C:24]([CH3:26])=[C:23]([CH3:27])[N:22]=3)[CH2:29][CH2:30]2)=[O:13])=[CH:15][CH:16]=1. Reported procedure: Using methyl 6-(1,1-dioxo-1λ6-isothiazolidin-2-yl)-2-methylnicotinate (300 mg) described in Preparation Example 37 and 1-(3,5,6-trimethylpyridin-2-yl)piperazine (251 mg) described in Preparation Example 92 and by the reaction and treatment in the same manner as in Example 109, the title compound (307 mg) was obtained. Reactants: C(C(C)C)C(=NO)C (methyl isobutyl ketoxime), O=C=NC1CC(CN=C=O)(CC(C1)(C)C)C (isophorone diisocyanate), C(C=C)(=O)OCCO (2-hydroxyethyl acrylate), C(CCCCCCCCCCC)(=O)[O-].C(CCCCCCCCCCC)(=O)[O-].C(CCC)[Sn+2]CCCC (dibutyltin dilaurate). Solvent: C(C(C)C)C(=O)C (methyl isobutyl ketone). Reaction conditions: temperature 70 celsius, time 1 hour. Yields the product O=C=NC1CC(CN=C=O)(CC(C1)(C)C)C.C(C=C)(=O)OCCO.C(C(C)C)C(=NO)C (isophorone diisocyanate 2-hydroxyethyl acrylate methyl isobutyl ketoxime). Isolated yield 90.0%. Reaction SMILES: [O:1]=[C:2]=[N:3][CH:4]1[CH2:13][C:12]([CH3:15])([CH3:14])[CH2:11][C:6]([CH3:16])([CH2:7][N:8]=[C:9]=[O:10])[CH2:5]1.C([O-])(=O)CCCCCCCCCCC.C([O-])(=O)CCCCCCCCCCC.C([Sn+2]CCCC)CCC.[C:54]([O:58][CH2:59][CH2:60][OH:61])(=[O:57])[CH:55]=[CH2:56].[CH2:62]([C:66]([CH3:69])=[N:67][OH:68])[CH:63]([CH3:65])[CH3:64]>C(C(C)=O)C(C)C>[O:1]=[C:2]=[N:3][CH:4]1[CH2:13][C:12]([CH3:15])([CH3:14])[CH2:11][C:6]([CH3:16])([CH2:7][N:8]=[C:9]=[O:10])[CH2:5]1.[C:54]([O:58][CH2:59][CH2:60][OH:61])(=[O:57])[CH:55]=[CH2:56].[CH2:62]([C:66]([CH3:69])=[N:67][OH:68])[CH:63]([CH3:65])[CH3:64] |f:1.2.3,7.8.9|. Reported procedure: A 2-liter flask fitted with a stirrer, an air introduction tube, a condensing pipe and a thermostat was charged with 222 parts of isophorone diisocyanate and 50 parts of methyl isobutyl ketone. While blowing a dry air into a liquid phase, they were stirred and heated to 70° C. To the mixture was added 0.3 part of dibutyltin dilaurate, followed by adding dropwise 116 parts of 2-hydroxyethyl acrylate for 1 hour. Even after the dropwise addition, the temeprature was kept at 70° C. for 1 hour. Subse... The reactants are CCOCC, O=C(O)CCCSC(=S)NCc1ccc(Cl)cc1, C=[N+]=[N-]. The product is COC(=O)CCCSC(=S)NCc1ccc(Cl)cc1. RXN SMILES: [CH3:22][CH2:23][O:24][CH2:25][CH3:26].[Cl:1][c:2]1[cH:3][cH:4][c:5]([CH2:6][NH:7][C:8](=[S:9])[S:10][CH2:11][CH2:12][CH2:13][C:14](=[O:15])[OH:16])[cH:17][cH:18]1.[N+:19](=[N-:20])=[CH2:21]>>[Cl:1][c:2]1[cH:3][cH:4][c:5]([CH2:6][NH:7][C:8](=[S:9])[S:10][CH2:11][CH2:12][CH2:13][C:14]([O:15][CH3:21])=[O:16])[cH:17][cH:18]1. Starting materials: C1(CC1)N1C=C(C(C2=CC(=C(C(=C12)F)C1=CC(=NC(=C1)C)C)F)=O)C(=O)OCC (ethyl 1-cyclopropyl-6,8-difluoro-7-(2,6-dimethyl-4-pyridinyl)-1,4-dihydro-4-oxo-3-quinolinecarboxylate), C(C)(=O)[O-].[Na+] (sodium acetate). Solvent: Cl (hydrochloric acid). Product: C1(CC1)N1C=C(C(C2=CC(=C(C(=C12)F)C1=CC(=NC(=C1)C)C)F)=O)C(=O)O (1-cyclopropyl-6,8-difluoro-7-(2,6-dimethyl-4-pyridinyl)-1,4-dihydro-4-oxo-3-quinolinecarboxylic acid). Isolated yield 75.3%. Reaction SMILES: [CH:1]1([N:4]2[C:13]3[C:8](=[CH:9][C:10]([F:23])=[C:11]([C:15]4[CH:20]=[C:19]([CH3:21])[N:18]=[C:17]([CH3:22])[CH:16]=4)[C:12]=3[F:14])[C:7](=[O:24])[C:6]([C:25]([O:27]CC)=[O:26])=[CH:5]2)[CH2:3][CH2:2]1.C([O-])(=O)C.[Na+]>Cl>[CH:1]1([N:4]2[C:13]3[C:8](=[CH:9][C:10]([F:23])=[C:11]([C:15]4[CH:20]=[C:19]([CH3:21])[N:18]=[C:17]([CH3:22])[CH:16]=4)[C:12]=3[F:14])[C:7](=[O:24])[C:6]([C:25]([OH:27])=[O:26])=[CH:5]2)[CH2:3][CH2:2]1 |f:1.2|. Reported procedure: A suspension of 1.0 g ethyl 1-cyclopropyl-6,8-difluoro-7-(2,6-dimethyl-4-pyridinyl)-1,4-dihydro-4-oxo-3-quinolinecarboxylate in 20 ml 1M hydrochloric acid was heated at reflux for 2 hours. The reaction mixture was cooled, poured into saturated sodium acetate and extracted with ethyl acetate. The extract was dried (sodium sulfate) and concentrated, and the residue (0.84 g) was recrystallized from absolute ethanol to give 0.70 g 1-cyclopropyl-6,8-difluoro-7-(2,6-dimethyl-4-pyridinyl)-1,4-dihydro-4... The reactants are NC=1C(=NC(=C(C1Cl)C(F)(F)F)OC)C1=NN=C(O1)[C@](C(F)(F)F)(C)O ((S)-2-(5-(3-amino-4-chloro-6-methoxy-5-(trifluoromethyl)pyridin-2-yl)-1,3,4-oxadiazol-2-yl)-1,1,1-trifluoropropan-2-ol), C([O-])([O-])=O.[Na+].[Na+] (Sodium carbonate), CC1(OB(OC1(C)C)C=C)C (4,4,5,5-tetramethyl-2-vinyl-1,3,2-dioxaborolane). Reagents/catalysts: Cl[Pd]([P](C1=CC=CC=C1)(C2=CC=CC=C2)C3=CC=CC=C3)([P](C4=CC=CC=C4)(C5=CC=CC=C5)C6=CC=CC=C6)Cl (bis(triphenyl phosphine)palladium(II) chloride). The solvent is CC#N (MeCN). Reaction conditions: temperature 130 celsius, time 30 minute. Yields the product NC=1C(=NC(=C(C1C=C)C(F)(F)F)OC)C1=NN=C(O1)[C@](C(F)(F)F)(C)O ((S)-2-(5-(3-Amino-6-methoxy-5-(trifluoromethyl)-4-vinylpyridin-2-yl)-1,3,4-oxadiazol-2-yl)-1,1,1-trifluoropropan-2-ol). RXN SMILES: [NH2:1][C:2]1[C:3]([C:15]2[O:19][C:18]([C@@:20]([OH:26])([CH3:25])[C:21]([F:24])([F:23])[F:22])=[N:17][N:16]=2)=[N:4][C:5]([O:13][CH3:14])=[C:6]([C:9]([F:12])([F:11])[F:10])[C:7]=1Cl.[CH3:27][C:28]1(C)C(C)(C)OB(C=C)O1.C(=O)([O-])[O-].[Na+].[Na+]>CC#N.Cl[Pd](Cl)([P](C1C=CC=CC=1)(C1C=CC=CC=1)C1C=CC=CC=1)[P](C1C=CC=CC=1)(C1C=CC=CC=1)C1C=CC=CC=1>[NH2:1][C:2]1[C:3]([C:15]2[O:19][C:18]([C@@:20]([OH:26])([CH3:25])[C:21]([F:24])([F:23])[F:22])=[N:17][N:16]=2)=[N:4][C:5]([O:13][CH3:14])=[C:6]([C:9]([F:12])([F:11])[F:10])[C:7]=1[CH:27]=[CH2:28] |f:2.3.4,^1:49,68|. Reported procedure: To a solution of (S)-2-(5-(3-amino-4-chloro-6-methoxy-5-(trifluoromethyl)pyridin-2-yl)-1,3,4-oxadiazol-2-yl)-1,1,1-trifluoropropan-2-ol (Ex 13.1) (160 mg, 0.393 mmol) in MeCN (1 ml) was added bis(triphenyl phosphine)palladium(II) chloride (Aldrich) (83 mg, 0.118 mmol) followed by 4,4,5,5-tetramethyl-2-vinyl-1,3,2-dioxaborolane (Sigma Aldrich)(0.087 ml, 0.511 mmol). 2M Sodium carbonate (0.885 ml, 1.770 mmol) was added and the resulting mixture was heated at 130° C. for 30 minutes using microwave ... The reactants are CO, Cl, CCCN(CCC)C(=O)c1cc(C(N)=O)cc(C(=O)OC)c1, [Na+], [OH-], O. Product: CCCN(CCC)C(=O)c1cc(C(N)=O)cc(C(=O)O)c1. As a reaction SMILES: [CH3:27][OH:28].[ClH:25].[NH2:1][C:2](=[O:3])[c:4]1[cH:5][c:6]([C:7](=[O:8])[O:9][CH3:10])[cH:11][c:12]([C:14](=[O:15])[N:16]([CH2:17][CH2:18][CH3:19])[CH2:20][CH2:21][CH3:22])[cH:13]1.[Na+:24].[OH-:23].[OH2:26]>>[NH2:1][C:2](=[O:3])[c:4]1[cH:5][c:6]([C:7](=[O:8])[OH:9])[cH:11][c:12]([C:14](=[O:15])[N:16]([CH2:17][CH2:18][CH3:19])[CH2:20][CH2:21][CH3:22])[cH:13]1. Reactants: C(C)(C)(C)OC(=O)N1C[C@@H](CCC1)CNC(=O)NC1=CC(=CC(=C1)C1=NN=NN1C)CC ((S)-3-{3-[3-ethyl-5-(1-methyl-1H-tetrazol-5-yl)-phenyl]-ureidomethyl}-piperidine-1-carboxylic acid tert-butyl ester), Cl (hydrogen chloride), O1CCOCC1 (dioxane). Run in C(C)(=O)OCC (ethyl acetate). Reaction conditions: time 6 hour. Yields the product Cl.C(C)C=1C=C(C=C(C1)C1=NN=NN1C)NC(=O)NC[C@@H]1CNCCC1 ((S)-1-[3-ethyl-5-(1-methyl-1H-tetrazol-5-yl)-phenyl]-3-piperidin-3-ylmethyl-urea hydrochloride). The yield is 97.0%. RXN SMILES: C(OC([N:8]1[CH2:13][CH2:12][CH2:11][C@@H:10]([CH2:14][NH:15][C:16]([NH:18][C:19]2[CH:24]=[C:23]([C:25]3[N:29]([CH3:30])[N:28]=[N:27][N:26]=3)[CH:22]=[C:21]([CH2:31][CH3:32])[CH:20]=2)=[O:17])[CH2:9]1)=O)(C)(C)C.[ClH:33].O1CCOCC1>C(OCC)(=O)C>[ClH:33].[CH2:31]([C:21]1[CH:20]=[C:19]([NH:18][C:16]([NH:15][CH2:14][C@H:10]2[CH2:11][CH2:12][CH2:13][NH:8][CH2:9]2)=[O:17])[CH:24]=[C:23]([C:25]2[N:29]([CH3:30])[N:28]=[N:27][N:26]=2)[CH:22]=1)[CH3:32] |f:4.5|. Procedure details: A solution of (S)-3-{3-[3-ethyl-5-(1-methyl-1H-tetrazol-5-yl)-phenyl]-ureidomethyl}-piperidine-1-carboxylic acid tert-butyl ester (200 mg, 450 μmol) in ethyl acetate (5 mL) was treated with a solution of hydrogen chloride in dioxane (4.0 N, 2 mL, 8 mmol) and stirred at room temperature for 6 hours. The mixture was concentrated, and the residue was triturated twice in diethyl ether and dried under vacuum to provide a white powder (165 mg, 97%). 1H NMR (300 MHz, DMSO-d6) δ9.24 (s, 1H), 8.89 (bm, 1... RXN SMILES: [C:1]([O:2][C:3](=[O:4])[N:8]1[CH2:9][CH:10]([C:13]([c:14]2[cH:15][cH:16][c:17]([Br:20])[cH:18][cH:19]2)=[O:21])[CH2:11][CH2:12]1)([CH3:5])([CH3:6])[CH3:7].[ClH:22].[O:23]1[CH2:24][CH2:25][O:26][CH2:27][CH2:28]1>>[NH:8]1[CH2:9][CH:10]([C:13]([c:14]2[cH:15][cH:16][c:17]([Br:20])[cH:18][cH:19]2)=[O:21])[CH2:11][CH2:12]1. Starting materials: CC(C)(C)OC(=O)N1CCC(C(=O)c2ccc(Br)cc2)C1, Cl, C1COCCO1. The product is O=C(c1ccc(Br)cc1)C1CCNC1.